Dataset: the Open Reaction Database (ORD), a public repository of structured organic reaction records. Task: describe an organic reaction: reactants, conditions, products, and yield Reactants: O (water), C1(CCC(=O)O1)=O (succinic acid anhydride), NC1=CC=NC=C1 (4-aminopyridine), CS(=O)(=O)O (methane sulfonic acid). Solvent: C=1(C(=CC=CC1)C)C (xylene). Reaction conditions: time 4 day. Product: N1=CC=C(C=C1)N1C(CCC1=O)=O (1-(4-pyridyl)-pyrrolidin-2,5-dione). RXN SMILES: [C:1]1(=[O:7])O[C:4](=[O:5])[CH2:3][CH2:2]1.[NH2:8][C:9]1[CH:14]=[CH:13][N:12]=[CH:11][CH:10]=1.CS(O)(=O)=O.O>C1(C)C(C)=CC=CC=1>[N:12]1[CH:13]=[CH:14][C:9]([N:8]2[C:4](=[O:5])[CH2:3][CH2:2][C:1]2=[O:7])=[CH:10][CH:11]=1. Reported procedure: The starting material is prepared as follows: The mixture of 500 g of succinic acid anhydride, 471 g of 4-aminopyridine and 5,200 ml of xylene is heated to reflux while stirring and separating the water formed. After 30 minutes 15 ml of methane sulfonic acid are added and refluxing is continued until 5 moles of water are collected, requiring about 4 days. The mixture is cooled to room temperature, the supernatant is decanted off and the suspension combined with 1000 ml of isopropanol. It is stir... The reactants are ClCCCBr, CC#N, CC(C)NC(=O)Cn1c(-c2ccc(F)c(Cl)c2)nc2ccc(O)cc2c1=O, [K+], [K+], O=C([O-])[O-], O. Product: CC(C)NC(=O)Cn1c(-c2ccc(F)c(Cl)c2)nc2ccc(OCCCCl)cc2c1=O. Reaction SMILES: [Br:28][CH2:29][CH2:30][CH2:31][Cl:32].[CH3:40][C:41]#[N:42].[Cl:1][c:2]1[cH:3][c:4](-[c:9]2[n:10][c:11]3[cH:12][cH:13][c:14]([OH:27])[cH:15][c:16]3[c:17](=[O:26])[n:18]2[CH2:19][C:20](=[O:21])[NH:22][CH:23]([CH3:24])[CH3:25])[cH:5][cH:6][c:7]1[F:8].[K+:33].[K+:34].[O-:35][C:36]([O-:37])=[O:38].[OH2:39]>>[Cl:1][c:2]1[cH:3][c:4](-[c:9]2[n:10][c:11]3[cH:12][cH:13][c:14]([O:27][CH2:29][CH2:30][CH2:31][Cl:32])[cH:15][c:16]3[c:17](=[O:26])[n:18]2[CH2:19][C:20](=[O:21])[NH:22][CH:23]([CH3:24])[CH3:25])[cH:5][cH:6][c:7]1[F:8]. Reactants: ClCCl, CC(C)(C(=O)Nc1cc(F)ccc1F)N1COC(CO)=C(c2ccccc2)C1=O, O=[Cr](=O)([O-])Cl, c1cc[nH+]cc1. The product is CC(C)(C(=O)Nc1cc(F)ccc1F)N1COC(C=O)=C(c2ccccc2)C1=O. RXN SMILES: [Cl:41][CH2:42][Cl:43].[F:1][c:2]1[c:3]([NH:9][C:10]([C:11]([CH3:12])([CH3:13])[N:14]2[CH2:15][O:16][C:17]([CH2:27][OH:28])=[C:18]([c:21]3[cH:22][cH:23][cH:24][cH:25][cH:26]3)[C:19]2=[O:20])=[O:29])[cH:4][c:5]([F:8])[cH:6][cH:7]1.[O:30]=[Cr:31]([Cl:32])([O-:33])=[O:34].[nH+:35]1[cH:36][cH:37][cH:38][cH:39][cH:40]1>>[F:1][c:2]1[c:3]([NH:9][C:10]([C:11]([CH3:12])([CH3:13])[N:14]2[CH2:15][O:16][C:17]([CH:27]=[O:28])=[C:18]([c:21]3[cH:22][cH:23][cH:24][cH:25][cH:26]3)[C:19]2=[O:20])=[O:29])[cH:4][c:5]([F:8])[cH:6][cH:7]1. Reactants: NC=1C=C(C=C(C(=O)OC)C1)C(=O)OC (methyl 5-amino-3-(methoxycarbonyl)benzoate), C(C)(C)N(CC)C(C)C (diisopropylethylamine), C1(=CC=C(C=C1)C(=O)Cl)C (p-toluoyl chloride), C(C)(C)N(CC)C(C)C (diisopropylethylamine), C1(=CC=C(C=C1)C(=O)Cl)C (p-toluoyl chloride), compound 87. Run in C(Cl)(Cl)Cl (chloroform), C(Cl)(Cl)Cl (chloroform), C(Cl)(Cl)Cl (chloroform). Run at time 2 hour. Product: COC(=O)C=1C=C(C(=O)OC)C=C(C1)NC(=O)C1=CC=C(C=C1)C (Methyl 3-(Methoxycarbonyl)-5-[(4-methylphenyl)carbonylamino]benzoate). The yield is 99.0%. RXN SMILES: [NH2:1][C:2]1[CH:3]=[C:4]([C:12]([O:14][CH3:15])=[O:13])[CH:5]=[C:6]([CH:11]=1)[C:7]([O:9][CH3:10])=[O:8].C(N(C(C)C)CC)(C)C.[C:25]1([CH3:34])[CH:30]=[CH:29][C:28]([C:31](Cl)=[O:32])=[CH:27][CH:26]=1>C(Cl)(Cl)Cl>[CH3:10][O:9][C:7]([C:6]1[CH:5]=[C:4]([CH:3]=[C:2]([NH:1][C:31]([C:28]2[CH:29]=[CH:30][C:25]([CH3:34])=[CH:26][CH:27]=2)=[O:32])[CH:11]=1)[C:12]([O:14][CH3:15])=[O:13])=[O:8]. Reported procedure: To 1.20 g (5.74 mmol) of methyl 5-amino-3-(methoxycarbonyl)benzoate, compound 87, suspended in 50 mL of chloroform and 1.05 mL (6.00 mmol) of diisopropylethylamine was added 836 μL (6.32 mmol) of p-toluoyl chloride in 10 mL of chloroform over 30 min. The reaction was allowed to stir at ambient temperature for 2 hr. Then, another 100 μL (0.60 mmol) of diisopropylethylamine and 100 μL (0.76 mmol) of p-toluoyl chloride in 2 mL of chloroform was added. After an addition 30 min, the volatiles were re... Reactants: N[C@H]([C@H](O)C=1C=CC(=C(C1)NS(=O)(=O)C)O)C (N-(5-((1R,2S)-2-Amino-1-hydroxypropyl)-2-hydroxyphenyl)methanesulfonamide), FC(C=1C=C(C=O)C=C(C1)C(F)(F)F)(F)F (3,5-bis(trifluoromethyl)benzaldehyde). Solvent: CO (methanol). Conditions: time 1.5 hour. Product: FC(C=1C=C(CN[C@H]([C@H](O)C=2C=CC(=C(C2)NS(=O)(=O)C)O)C)C=C(C1)C(F)(F)F)(F)F (N-(5-((1R,2S)-2-(3,5-Bis(trifluoromethyl)benzylamino)-1-hydroxypropyl)-2-hydroxyphenyl)methanesulfonamide). The yield is 66.2%. As a reaction SMILES: [NH2:1][C@@H:2]([CH3:17])[C@@H:3]([C:5]1[CH:6]=[CH:7][C:8]([OH:16])=[C:9]([NH:11][S:12]([CH3:15])(=[O:14])=[O:13])[CH:10]=1)[OH:4].[F:18][C:19]([F:33])([F:32])[C:20]1[CH:21]=[C:22]([CH:25]=[C:26]([C:28]([F:31])([F:30])[F:29])[CH:27]=1)[CH:23]=O>CO>[F:18][C:19]([F:32])([F:33])[C:20]1[CH:21]=[C:22]([CH:25]=[C:26]([C:28]([F:31])([F:29])[F:30])[CH:27]=1)[CH2:23][NH:1][C@@H:2]([CH3:17])[C@@H:3]([C:5]1[CH:6]=[CH:7][C:8]([OH:16])=[C:9]([NH:11][S:12]([CH3:15])(=[O:14])=[O:13])[CH:10]=1)[OH:4]. Procedure: Borane-pyridine complex (130 μL, 1.24 mmol) was added to a methanol solution (4 mL) of an amine (3) (107 mg, 0.41 mmol), 3,5-bis(trifluoromethyl)benzaldehyde (90 μL, 0.54 mmol) at 40° C. and the mixture was stirred for 1.5 hours. The reaction mixture was allowed to cool to room temperature and extracted after addition of water with a mixed solvent (ethyl acetate: methanol=10:1), and the organic layer was washed with saturated aqueous sodium chloride solution. The organic layer was dried and conc... The reactants are O=c1cc2scc(Br)c2c[nH]1, CI, [H-], [Na+], CN(C)C=O, O. Product: Cn1cc2c(Br)csc2cc1=O. As a reaction SMILES: [Br:1][c:2]1[cH:3][s:4][c:5]2[c:6]1[cH:7][nH:8][c:9](=[O:11])[cH:10]2.[CH3:14][I:15].[H-:12].[Na+:13].[O:17]=[CH:18][N:19]([CH3:20])[CH3:21].[OH2:16]>>[Br:1][c:2]1[cH:3][s:4][c:5]2[c:6]1[cH:7][n:8]([CH3:14])[c:9](=[O:11])[cH:10]2. The reactants are [Al+3], COC(=O)c1nc2ccc(Cl)cc2n1Cc1ccccc1, CCOC(C)=O, CCO, [H-], [H-], [H-], [H-], [K+], [Li+], Nc1ccc2c(c1)CCC(=O)N2, C1CCOC1, [OH-], O. Product: O=C1CCc2cc(NC(=O)c3nc4ccc(Cl)cc4n3Cc3ccccc3)ccc2N1. RXN SMILES: [Al+3:2].[CH2:19]([c:20]1[cH:21][cH:22][cH:23][cH:24][cH:25]1)[n:26]1[c:27]([C:36](=[O:37])[O:38][CH3:39])[n:28][c:29]2[c:30]1[cH:31][c:32]([Cl:35])[cH:33][cH:34]2.[CH3:47][CH2:48][O:49][C:50](=[O:51])[CH3:52].[CH3:53][CH2:54][OH:55].[H-:1].[H-:4].[H-:5].[H-:6].[K+:41].[Li+:3].[NH2:7][c:8]1[cH:9][c:10]2[c:15]([cH:16][cH:17]1)[NH:14][C:13](=[O:18])[CH2:12][CH2:11]2.[O:42]1[CH2:43][CH2:44][CH2:45][CH2:46]1.[OH-:40].[OH2:56]>>[NH:7]([c:8]1[cH:9][c:10]2[c:15]([cH:16][cH:17]1)[NH:14][C:13](=[O:18])[CH2:12][CH2:11]2)[C:36]([c:27]1[n:26]([CH2:19][c:20]2[cH:21][cH:22][cH:23][cH:24][cH:25]2)[c:30]2[c:29]([n:28]1)[cH:34][cH:33][c:32]([Cl:35])[cH:31]2)=[O:37]. Starting materials: NC1=C(C2=C(S1)CCCC2)C(=O)C2=CC=C(C=C2)OC ((2-amino-4,5,6,7-tetrahydro-benzo[b]thiophen-3-yl)-(4-methoxy-phenyl)-methanone), CC(CC(C)=O)=O (pentane-2,4-dione). The reagents and catalysts are S(O)(O)(=O)=O (sulfuric acid). The solvent is C(C)(=O)O (acetic acid). Reaction conditions: temperature 100 celsius, time 10 minute. Yields the product COC1=CC=C(C=C1)C1=C2C(=NC(=C1C(C)=O)C)SC1=C2CCCC1 (1-[4-(4-methoxy-phenyl)-2-methyl-5,6,7,8-tetrahydro-benzo[4,5]thieno[2,3-b]pyridin-3-yl)-ethanone). The yield is 63.6%. Reaction SMILES: [NH2:1][C:2]1[S:6][C:5]2[CH2:7][CH2:8][CH2:9][CH2:10][C:4]=2[C:3]=1[C:11]([C:13]1[CH:18]=[CH:17][C:16]([O:19][CH3:20])=[CH:15][CH:14]=1)=O.[CH3:21][C:22](=O)[CH2:23][C:24](=[O:26])[CH3:25]>C(O)(=O)C.S(=O)(=O)(O)O>[CH3:20][O:19][C:16]1[CH:17]=[CH:18][C:13]([C:11]2[C:23]([C:24](=[O:26])[CH3:25])=[C:22]([CH3:21])[N:1]=[C:2]3[S:6][C:5]4[CH2:7][CH2:8][CH2:9][CH2:10][C:4]=4[C:3]=23)=[CH:14][CH:15]=1. Procedure details: To a stirred solution of 50 mg (0.17 mmol) (2-amino-4,5,6,7-tetrahydro-benzo[b]thiophen-3-yl)-(4-methoxy-phenyl)-methanone in 1.5 ml acetic acid was added 0.018 ml (0.18 mmol) of pentane-2,4-dione and one drop of sulfuric acid. The mixture was then stirred at 100° C. for 10 minutes in a microwave and then concentrated in vacuo. Flash chromatography (heptane/ethyl acetate 9:1) afforded 38 mg (62%) 1-[4-(4-methoxy-phenyl)-2-methyl-5,6,7,8-tetrahydro-benzo[4,5]thieno[2,3-b]pyridin-3-yl)-ethanone as...